This data is from the Open Reaction Database (ORD), a public repository of structured organic reaction records. The task is: describe an organic reaction: reactants, conditions, products, and yield Starting materials: 12.3, N(=O)[O-].[Na+] (sodium nitrite), 50, Cl.ClC1=CC=C(CNC2=CC=C(C=C2)C(C)(C)C)C=C1 (N-(p-chlorobenzyl)4-t-butylaniline hydrochloride salt), CCOCC (ether), Cl (hydrochloric acid). Solvent: O (water), O (water). Conditions: time 2 hour. Yields the product N(=O)N(C1=CC=C(C=C1)C(C)(C)C)CC1=CC=C(C=C1)Cl (N-nitroso-N-(p-chlorobenzyl)-4-t-butylaniline). As a reaction SMILES: Cl.[Cl:2][C:3]1[CH:20]=[CH:19][C:6]([CH2:7][NH:8][C:9]2[CH:14]=[CH:13][C:12]([C:15]([CH3:18])([CH3:17])[CH3:16])=[CH:11][CH:10]=2)=[CH:5][CH:4]=1.CCOCC.Cl.[N:27]([O-])=[O:28].[Na+]>O>[N:27]([N:8]([CH2:7][C:6]1[CH:19]=[CH:20][C:3]([Cl:2])=[CH:4][CH:5]=1)[C:9]1[CH:14]=[CH:13][C:12]([C:15]([CH3:16])([CH3:17])[CH3:18])=[CH:11][CH:10]=1)=[O:28] |f:0.1,4.5|. Procedure: A suspension of 50 q of the hydrochloride salt from Step 1, 500 mL water, 250 mL ether and 170 mL of 1 N hydrochloric acid was treated with a solution of 12.3 q sodium nitrite in 50 mL of water. After stirring for 2 h at room temperature the reaction mixture was extracted twice with ether. The combined extracts were washed with water and dried over MgSO4. Filtration and concentration gave N-nitroso-N-(p-chlorobenzyl)-4-t-butylaniline. Reactants: [OH-].[Na+] (sodium hydroxide), FC1(C(OC=2C(=CC3=C(NC(=N3)S)C2)O1)F)F (6,6,7-trifluoro-6,7-dihydro-1H-[1,4]-dioxino[2,3-f]benzimidazole-2-thiol), Cl.ClCC1=NC=C(C(=C1C)OC)C (2-chloromethyl-4-methoxy-3,5-dimethylpyridine hydrochloride). The solvent is C(C)O (ethanol). Conditions: temperature 40 celsius, time 5 hour. The product is FC1(C(OC=2C(=CC3=C(NC(=N3)SCC3=NC=C(C(=C3C)OC)C)C2)O1)F)F (6,6,7-Trifluoro-6,7-dihydro-2-[(4-methoxy-3,5-dimethyl-2-pyridyl]methylthio]-1H-[1,4]-dioxino[2,3-f]benzimidazole). The yield is 75.7%. As a reaction SMILES: [OH-].[Na+].[F:3][C:4]1([F:19])[O:17][C:8]2=[CH:9][C:10]3[N:14]=[C:13]([SH:15])[NH:12][C:11]=3[CH:16]=[C:7]2[O:6][CH:5]1[F:18].Cl.Cl[CH2:22][C:23]1[C:28]([CH3:29])=[C:27]([O:30][CH3:31])[C:26]([CH3:32])=[CH:25][N:24]=1>C(O)C>[F:19][C:4]1([F:3])[O:17][C:8]2=[CH:9][C:10]3[N:14]=[C:13]([S:15][CH2:22][C:23]4[C:28]([CH3:29])=[C:27]([O:30][CH3:31])[C:26]([CH3:32])=[CH:25][N:24]=4)[NH:12][C:11]=3[CH:16]=[C:7]2[O:6][CH:5]1[F:18] |f:0.1,3.4|. Reported procedure: 6.1 ml of 2M sodium hydroxide solution are added dropwise to a mixture of 1.6 g of 6,6,7-trifluoro-6,7-dihydro-1H-[1,4]-dioxino[2,3-f]benzimidazole-2-thiol and 1.4 g of 2-chloromethyl-4-methoxy-3,5-dimethylpyridine hydrochloride in 40 ml of ethanol at room temperature and the mixture is stirred at 40° C. for 5 h. The solvent is distilled off in vacuo, water is added, the mixture is extracted with methylene chloride, the organic solution is concentrated and the residue is recrystallized from etha... Reactants: olefin, olefin, C[C@H]1CCC[C@@]2([C@@H](O2)C[C@H](OC(=O)C[C@@H](C(C(=O)[C@@H]([C@H]1O)C)(C)C)O)/C(=C/C3=CSC(=N3)C)/C)C (epothilone B), 28, CC1(OO1)C (DMDO). The product is C[C@H]1/C=C\C[C@@]2([C@@H](O2)C[C@H](OC(=O)C[C@@H](C(C(=O)[C@@H]([C@H]1O)C)(C)C)O)/C(=C/C3=CSC(=N3)C)/C)C ((E)-9,10-dehydroepothilone B). The yield is 87.0%. RXN SMILES: CC1(C)OO1.[CH3:6][C@@H:7]1[C@H:25]([OH:26])[C@@H:24]([CH3:27])[C:22](=[O:23])[C:21]([CH3:29])([CH3:28])[C@@H:20]([OH:30])[CH2:19][C:17](=[O:18])[O:16][C@H:15](/[C:31](/[CH3:39])=[CH:32]/[C:33]2[N:37]=[C:36]([CH3:38])[S:35][CH:34]=2)[CH2:14][C@@H:12]2[O:13][C@:11]2([CH3:40])[CH2:10][CH2:9][CH2:8]1>>[CH3:6][C@@H:7]1[C@H:25]([OH:26])[C@@H:24]([CH3:27])[C:22](=[O:23])[C:21]([CH3:28])([CH3:29])[C@@H:20]([OH:30])[CH2:19][C:17](=[O:18])[O:16][C@H:15](/[C:31](/[CH3:39])=[CH:32]/[C:33]2[N:37]=[C:36]([CH3:38])[S:35][CH:34]=2)[CH2:14][C@@H:12]2[O:13][C@:11]2([CH3:40])[CH2:10][CH:9]=[CH:8]1. Procedure details: We considered whether the incorporation of C9-C10 olefin in epothilone B (51, EpoB) would alter its biological profile in the same direction as was the case with its 12,13 desoxy counterparts. Toward this end, we studied the epoxidation of 28 with 2,2′-dimethydroxirane (DMDO). The reaction indeed proceeded with high chemoselectively at the more substituted C12-C13 olefin. There was obtained an 87% yield of a 1:2.6 ratio of the (E)-9,10-dehydroepothilone B (49) and its diastereomer bearing the α-...